From a dataset of the Open Reaction Database (ORD), a public repository of structured organic reaction records. describe an organic reaction: reactants, conditions, products, and yield Reactants: C(C)S(=O)C1CC(N1C(C(=O)OCC1=CC=C(C=C1)[N+](=O)[O-])=C(SCCOCC)SC(C)=O)=O (p-nitrobenzyl 2-(4-ethylsulfinyl-2-oxo-1-azetidinyl)-3-acetylthio-3-(2-ethoxyethylthio)-acrylate), C(C(=O)Cl)(=O)Cl (Oxalyl chloride). Product: ClC1CC(N1C(C(=O)OCC1=CC=C(C=C1)[N+](=O)[O-])=C(SCCOCC)SC(C)=O)=O (p-Nitrobenzyl 2-(4-chloro-2-oxo-1-azetidinyl)-3-acetylthio-3-(2-ethoxyethylthio)acrylate). Run in C(Cl)Cl (methylene chloride). Procedure: A solution of 1.2 g p-nitrobenzyl 2-(4-ethylsulfinyl-2-oxo-1-azetidinyl)-3-acetylthio-3-(2-ethoxyethylthio)-acrylate in 50 ml methylene chloride was cooled to -50° C. under a nitrogen atmosphere. Oxalyl chloride (0.196 ml) was added dropwise at -50° C., then the reaction mixture was allowed to warm to -15°. After 1 hour at -15° C. the methylene chloride solution was washed with 20 ml saturated aqueous sodium bicarbonate solution and 20 ml water, dried over anhydrous sodium sulfate and concentrat... RXN SMILES: C(S([CH:5]1[N:8]([C:9](=[C:23]([S:30][C:31](=[O:33])[CH3:32])[S:24][CH2:25][CH2:26][O:27][CH2:28][CH3:29])[C:10]([O:12][CH2:13][C:14]2[CH:19]=[CH:18][C:17]([N+:20]([O-:22])=[O:21])=[CH:16][CH:15]=2)=[O:11])[C:7](=[O:34])[CH2:6]1)=O)C.C(Cl)(=O)C([Cl:38])=O>C(Cl)Cl>[Cl:38][CH:5]1[N:8]([C:9](=[C:23]([S:30][C:31](=[O:33])[CH3:32])[S:24][CH2:25][CH2:26][O:27][CH2:28][CH3:29])[C:10]([O:12][CH2:13][C:14]2[CH:19]=[CH:18][C:17]([N+:20]([O-:22])=[O:21])=[CH:16][CH:15]=2)=[O:11])[C:7](=[O:34])[CH2:6]1. Starting materials: CC(=O)OC(C)=O, CN(C)c1ccncc1, ClCCl, CC1CN(c2ccccc2)N=C1NC(=O)C(F)(F)F, O. Product: CC(=O)NC1=NN(c2ccccc2)CC1C. RXN SMILES: [CH3:20][C:21]([O:22][C:23](=[O:24])[CH3:25])=[O:26].[CH3:28][N:29]([CH3:30])[c:31]1[cH:32][cH:33][n:34][cH:35][cH:36]1.[Cl:37][CH2:38][Cl:39].[F:1][C:2]([C:3](=[O:4])[NH:5][C:6]1=[N:7][N:8]([c:12]2[cH:13][cH:14][cH:15][cH:16][cH:17]2)[CH2:9][CH:10]1[CH3:11])([F:18])[F:19].[OH2:27]>>[CH3:2][C:3](=[O:4])[NH:5][C:6]1=[N:7][N:8]([c:12]2[cH:13][cH:14][cH:15][cH:16][cH:17]2)[CH2:9][CH:10]1[CH3:11].